Dataset: the Open Reaction Database (ORD), a public repository of structured organic reaction records. Task: describe an organic reaction: reactants, conditions, products, and yield Reactants: CCOC(=O)CCCCCBr, CCN(C(C)C)C(C)C, Nc1ccccc1-c1ccccc1. The product is CCOC(=O)CCCCCNc1ccccc1-c1ccccc1. Reaction SMILES: [Br:23][CH2:24][CH2:25][CH2:26][CH2:27][CH2:28][C:29](=[O:30])[O:31][CH2:32][CH3:33].[CH2:14]([N:15]([CH:16]([CH3:17])[CH3:18])[CH:19]([CH3:20])[CH3:21])[CH3:22].[NH2:1][c:2]1[c:3](-[c:8]2[cH:9][cH:10][cH:11][cH:12][cH:13]2)[cH:4][cH:5][cH:6][cH:7]1>>[NH:1]([c:2]1[c:3](-[c:8]2[cH:9][cH:10][cH:11][cH:12][cH:13]2)[cH:4][cH:5][cH:6][cH:7]1)[CH2:24][CH2:25][CH2:26][CH2:27][CH2:28][C:29](=[O:30])[O:31][CH2:32][CH3:33]. Reactants: C(C)N(C1=C(C=CC(=C1)OC)C1CC=2C=CC(=CC2CC1)OC(C(C)(C)C)=O)C(C1=CC=C(C=C1)O)=O (pivalic acid 6-{2-[ethyl(4-hydroxybenzoyl)amino]-4-methoxyphenyl}-5,6,7,8-tetrahydronaphthalen-2-yl ester), C12CN(CC(CC1)CC2)C(CCl)=O (1-(3-azabicyclo[3.2.2]non-3-yl)-2-chloroethanone). Yields the product C12CN(CC(CC1)CC2)CCOC2=CC=C(CCCNC1=C(C=CC(=C1)OC)C1CC=3C=CC(=CC3CC1)O)C=C2 (6-{2-{{4-[2-(3-Azabicyclo[3.2.2]non-3-yl)ethoxy]benzyl}ethylamino}-4-methoxyphenyl}-5,6,7,8-tetrahydronaphthalen-2-ol). Isolated yield 11.8%. As a reaction SMILES: C([N:3](C(=O)C1C=CC(O)=CC=1)[C:4]1[CH:9]=[C:8]([O:10][CH3:11])[CH:7]=[CH:6][C:5]=1[CH:12]1[CH2:21][CH2:20][C:19]2[CH:18]=[C:17]([O:22]C(=O)C(C)(C)C)[CH:16]=[CH:15][C:14]=2[CH2:13]1)C.[CH:38]12[CH2:46][CH2:45][CH:42]([CH2:43][CH2:44]1)[CH2:41][N:40]([C:47](=O)[CH2:48]Cl)[CH2:39]2>>[CH:38]12[CH2:46][CH2:45][CH:42]([CH2:43][CH2:44]1)[CH2:41][N:40]([CH2:47][CH2:48][O:10][C:8]1[CH:9]=[CH:4][C:5]([CH2:12][CH2:13][CH2:14][NH:3][C:4]3[CH:9]=[C:8]([O:10][CH3:11])[CH:7]=[CH:6][C:5]=3[CH:12]3[CH2:21][CH2:20][C:19]4[CH:18]=[C:17]([OH:22])[CH:16]=[CH:15][C:14]=4[CH2:13]3)=[CH:6][CH:7]=1)[CH2:39]2. Procedure: Synthesized from pivalic acid 6-{2-[ethyl(4-hydroxybenzoyl)amino]-4-methoxyphenyl}-5,6,7,8-tetrahydronaphthalen-2-yl ester (26 mg) and 1-(3-azabicyclo[3.2.2]non-3-yl)-2-chloroethanone (21 mg) according to an analogous synthetic method to Example 404 and purified by LC-MS, the title compound (1.7 mg) was obtained.